The task is: describe an organic reaction: reactants, conditions, products, and yield. This data is from the Open Reaction Database (ORD), a public repository of structured organic reaction records. Reactants: SC1CCCC1, O=C(NC1CCCCC1)c1ccc(Cl)nc1Cl, [Na+], [Na+], O=C([O-])[O-], CN(C)C=O. The product is O=C(NC1CCCCC1)c1ccc(Cl)nc1SC1CCCC1. Reaction SMILES: [CH:1]1([SH:6])[CH2:2][CH2:3][CH2:4][CH2:5]1.[Cl:7][c:8]1[c:9]([C:10](=[O:11])[NH:12][CH:13]2[CH2:14][CH2:15][CH2:16][CH2:17][CH2:18]2)[cH:19][cH:20][c:21]([Cl:23])[n:22]1.[Na+:24].[Na+:25].[O-:26][C:27](=[O:28])[O-:29].[O:30]=[CH:31][N:32]([CH3:33])[CH3:34]>>[CH:1]1([S:6][c:8]2[c:9]([C:10](=[O:11])[NH:12][CH:13]3[CH2:14][CH2:15][CH2:16][CH2:17][CH2:18]3)[cH:19][cH:20][c:21]([Cl:23])[n:22]2)[CH2:2][CH2:3][CH2:4][CH2:5]1. The reactants are CC1(C(=O)O)SCCN1C(=O)Nc1cc(Cl)cc(Cl)c1, CC(=O)[O-], CC(=O)OC(C)=O, [Na+]. The product is CC12SCCN1C(=O)N(c1cc(Cl)cc(Cl)c1)C2=O. RXN SMILES: [CH3:1][C:2]1([C:18](=[O:19])[OH:20])[S:3][CH2:4][CH2:5][N:6]1[C:7]([NH:8][c:9]1[cH:10][c:11]([Cl:16])[cH:12][c:13]([Cl:15])[cH:14]1)=[O:17].[CH3:22][C:23](=[O:24])[O-:25].[CH3:26][C:27]([O:28][C:29](=[O:30])[CH3:31])=[O:32].[Na+:21]>>[CH3:1][C:2]12[S:3][CH2:4][CH2:5][N:6]1[C:7](=[O:17])[N:8]([c:9]1[cH:10][c:11]([Cl:16])[cH:12][c:13]([Cl:15])[cH:14]1)[C:18]2=[O:20].